From a dataset of the Open Reaction Database (ORD), a public repository of structured organic reaction records. describe an organic reaction: reactants, conditions, products, and yield Yields the product Cl(=O)(=O)(=O)[O-].S1C(SC=C1)=[N+]1CCCC1 (1-(1,3-dithiol-2-ylidene)pyrrolidinium perchlorate). The yield is 55.3%. RXN SMILES: [NH:1]1[CH2:5][CH2:4][CH2:3][CH2:2]1.[Cl:6]([O-:10])(=[O:9])(=[O:8])=[O:7].CS[C:13]1[S:17][CH:16]=[CH:15][S+:14]=1>>[Cl:6]([O-:10])(=[O:9])(=[O:8])=[O:7].[S:14]1[CH:15]=[CH:16][S:17][C:13]1=[N+:1]1[CH2:5][CH2:4][CH2:3][CH2:2]1 |f:1.2,3.4|. Reported procedure: 0.9 ml of pyrrolidine and 2.5 g of 2-methylthio-1,3-dithiolium perchlorate were treated in the same manner as in Example 26, and the product was recrystallized from acetone-ethyl ether, whereby 1.5 g (yield: 55.3%) of 1-(1,3-dithiol-2-ylidene)pyrrolidinium perchlorate (Compound No. 35) was obtained as crystals having a melting point of 216° C. The reactants are N1CCCC1 (pyrrolidine), Cl(=O)(=O)(=O)[O-].CSC1=[S+]C=CS1 (2-methylthio-1,3-dithiolium perchlorate). Starting materials: [H-].[Al+3].[Li+].[H-].[H-].[H-] (lithium aluminum hydride), [Cl-].[Al+3].[Cl-].[Cl-] (aluminum chloride), [OH-].[Na+] (sodium hydroxide), C(C)(=O)OCC (Ethyl acetate), C(C)C1OC2=C3C(NC1=O)=C1CCCCC1=NC3=CC=C2 (3-ethyl-1,3,9,10,11,12-hexahydro-2H-quino[4,3,2-ef][1,4]benzoxazepin-2-one). Solvent: O1CCCC1 (tetrahydrofuran), O1CCCC1 (tetrahydrofuran). Reaction conditions: time 5 minute. Product: C(\C=C\C(=O)O)(=O)O.C(C)C1OC2=C3C(NC1)=C1CCCCC1=NC3=CC=C2 (3-Ethyl-2,3,9,10,11,12-hexahydro-1H-quino[4,3,2-ef][1,4]benzoxazepine fumarate). Isolated yield 74.0%. RXN SMILES: [H-].[Al+3].[Li+].[H-].[H-].[H-].[Cl-].[Al+3].[Cl-].[Cl-].[CH2:11]([CH:13]1[C:19](=[O:20])[NH:18][C:17]2=[C:21]3[C:26](=[N:27][C:28]4=[CH:29][CH:30]=[CH:31][C:15](=[C:16]24)[O:14]1)[CH2:25][CH2:24][CH2:23][CH2:22]3)[CH3:12].[OH-:32].[Na+].[C:34]([O:37]CC)(=[O:36])[CH3:35]>O1CCCC1>[C:19]([OH:20])(=[O:32])/[CH:13]=[CH:35]/[C:34]([OH:37])=[O:36].[CH2:11]([CH:13]1[CH2:19][NH:18][C:17]2=[C:21]3[C:26](=[N:27][C:28]4=[CH:29][CH:30]=[CH:31][C:15](=[C:16]24)[O:14]1)[CH2:25][CH2:24][CH2:23][CH2:22]3)[CH3:12] |f:0.1.2.3.4.5,6.7.8.9,11.12,15.16|. Procedure: To a solution of lithium aluminum hydride in tetrahydrofuran (1M, 14.8 ml) and dry tetrahydrofuran (30 ml) was added aluminum chloride (1.89 g) in portions, with stirring. After 5 mins, 3-ethyl-1,3,9,10,11,12-hexahydro-2H-quino[4,3,2-ef][1,4]benzoxazepin-2-one (4.0 g) was added, and the reaction mixture was stirred at room temperature overnight. Ethyl acetate (200 ml) and 10% sodium hydroxide solution (200 ml) were added. The organic phase was separated, dried over magnesium sulfate, filtered, a... Starting materials: CCCCCCCCCCCCCCCCCC(=O)NCCCCCC(=O)N1CC(O)CC1C(OCc1ccc(OC)cc1)(c1ccccc1)c1ccc(OC)cc1, O=C1CCC(=O)O1. Yields the product CCCCCCCCCCCCCCCCCC(=O)NCCCCCC(=O)N1CC(OC(=O)CCC(=O)O)CC1C(OCc1ccc(OC)cc1)(c1ccccc1)c1ccc(OC)cc1. RXN SMILES: [CH3:1][O:2][c:3]1[cH:4][cH:5][c:6]([CH2:9][O:10][C:11]([CH:12]2[N:13]([C:18]([CH2:19][CH2:20][CH2:21][CH2:22][CH2:23][NH:24][C:25]([CH2:26][CH2:27][CH2:28][CH2:29][CH2:30][CH2:31][CH2:32][CH2:33][CH2:34][CH2:35][CH2:36][CH2:37][CH2:38][CH2:39][CH2:40][CH2:41][CH3:42])=[O:43])=[O:44])[CH2:14][CH:15]([OH:17])[CH2:16]2)([c:45]2[cH:46][cH:47][cH:48][cH:49][cH:50]2)[c:51]2[cH:52][cH:53][c:54]([O:57][CH3:58])[cH:55][cH:56]2)[cH:7][cH:8]1.[O:59]=[C:60]1[CH2:61][CH2:62][C:63](=[O:64])[O:65]1>>[CH3:1][O:2][c:3]1[cH:4][cH:5][c:6]([CH2:9][O:10][C:11]([CH:12]2[N:13]([C:18]([CH2:19][CH2:20][CH2:21][CH2:22][CH2:23][NH:24][C:25]([CH2:26][CH2:27][CH2:28][CH2:29][CH2:30][CH2:31][CH2:32][CH2:33][CH2:34][CH2:35][CH2:36][CH2:37][CH2:38][CH2:39][CH2:40][CH2:41][CH3:42])=[O:43])=[O:44])[CH2:14][CH:15]([O:17][C:63]([CH2:62][CH2:61][C:60](=[O:59])[OH:65])=[O:64])[CH2:16]2)([c:45]2[cH:46][cH:47][cH:48][cH:49][cH:50]2)[c:51]2[cH:52][cH:53][c:54]([O:57][CH3:58])[cH:55][cH:56]2)[cH:7][cH:8]1. Reactants: [Al+3].[Cl-].[Cl-].[Cl-] (AlCl3), COC1=CC=C(CN(C(C2=CC(=C(C=C2)OC)C2=CC(=CC=C2)OC)=O)C=2C=NC3=CC(=CC=C3C2)OCC2=CC=CC=C2)C=C1 (N-(4-Methoxybenzyl)-N-(7-(benzyloxy)quinolin-3-yl)-4-methoxy-3-(3-methoxyphenyl)-benzamide). The solvent is C1(=CC=CC=C1)OC (anisole), C1(=CC=CC=C1)OC (anisole), CO (MeOH). Run at time 18 hour. Product: COC1=CC=C(CN(C(C2=CC(=C(C=C2)OC)C2=CC(=CC=C2)OC)=O)C=2C=NC3=CC(=CC=C3C2)O)C=C1 (N-(4-Methoxybenzyl)-N-(7-(hydroxy)quinolin-3-yl)-4-methoxy-3-(3-methoxyphenyl)-benzamide). RXN SMILES: [Al+3].[Cl-].[Cl-].[Cl-].[CH3:5][O:6][C:7]1[CH:50]=[CH:49][C:10]([CH2:11][N:12]([C:31]2[CH:32]=[N:33][C:34]3[C:39]([CH:40]=2)=[CH:38][CH:37]=[C:36]([O:41]CC2C=CC=CC=2)[CH:35]=3)[C:13](=[O:30])[C:14]2[CH:19]=[CH:18][C:17]([O:20][CH3:21])=[C:16]([C:22]3[CH:27]=[CH:26][CH:25]=[C:24]([O:28][CH3:29])[CH:23]=3)[CH:15]=2)=[CH:9][CH:8]=1>C1(OC)C=CC=CC=1.CO>[CH3:5][O:6][C:7]1[CH:8]=[CH:9][C:10]([CH2:11][N:12]([C:31]2[CH:32]=[N:33][C:34]3[C:39]([CH:40]=2)=[CH:38][CH:37]=[C:36]([OH:41])[CH:35]=3)[C:13](=[O:30])[C:14]2[CH:19]=[CH:18][C:17]([O:20][CH3:21])=[C:16]([C:22]3[CH:27]=[CH:26][CH:25]=[C:24]([O:28][CH3:29])[CH:23]=3)[CH:15]=2)=[CH:49][CH:50]=1 |f:0.1.2.3|. Reported procedure: A solution of AlCl3 (44 mg, 0.33 mmol) in anhydrous anisole (150 μl) was added to 32 (43 mg, 0.07 mmol) in anhydrous anisole (150 μl) and the resulting solution was stirred at room temperature for 18 hours. The reaction was diluted with MeOH (150 μl) and the solvent was concentrated. The residue was purified via column chromatography (SiO2, 80:20:1 EtOAc:Hexanes:MeOH) to give 33 as a yellow amorphous solid in quantitative yield: 1H NMR (CDCl3, 500 MHz) δ 8.35 (s, 1H), 7.74 (s, 1H), 7.58 (d, J=8.... Reactants: BrCc1cccnc1, Br, CCOCC, CN(C)C=O, CCOC(=O)c1cc2cc(F)ccc2[nH]1, [H-], [Na+]. The product is CCOC(=O)c1cc2cc(F)ccc2n1Cc1cccnc1. As a reaction SMILES: [Br:19][CH2:20][c:21]1[cH:22][n:23][cH:24][cH:25][cH:26]1.[BrH:18].[CH2:27]([O:28][CH2:29][CH3:30])[CH3:31].[CH3:32][N:33]([CH3:34])[CH:35]=[O:36].[F:1][c:2]1[cH:3][c:4]2[cH:5][c:6]([C:11](=[O:12])[O:13][CH2:14][CH3:15])[nH:7][c:8]2[cH:9][cH:10]1.[H-:16].[Na+:17]>>[F:1][c:2]1[cH:3][c:4]2[cH:5][c:6]([C:11](=[O:12])[O:13][CH2:14][CH3:15])[n:7]([CH2:20][c:21]3[cH:22][n:23][cH:24][cH:25][cH:26]3)[c:8]2[cH:9][cH:10]1. Starting materials: ClCCl, C#CCN1C(=O)C(NC(=O)OC(C)(C)C)C(c2ccccc2)Oc2ccccc21, O=C(O)C(F)(F)F. Yields the product C#CCN1C(=O)C(N)C(c2ccccc2)Oc2ccccc21. RXN SMILES: [Cl:37][CH2:38][Cl:39].[O:1]=[C:2]1[CH:3]([NH:22][C:23](=[O:24])[O:25][C:26]([CH3:27])([CH3:28])[CH3:29])[CH:4]([c:16]2[cH:17][cH:18][cH:19][cH:20][cH:21]2)[O:5][c:6]2[c:7]([cH:12][cH:13][cH:14][cH:15]2)[N:8]1[CH2:9][C:10]#[CH:11].[OH:30][C:31]([C:32]([F:33])([F:34])[F:35])=[O:36]>>[O:1]=[C:2]1[CH:3]([NH2:22])[CH:4]([c:16]2[cH:17][cH:18][cH:19][cH:20][cH:21]2)[O:5][c:6]2[c:7]([cH:12][cH:13][cH:14][cH:15]2)[N:8]1[CH2:9][C:10]#[CH:11]. The reactants are CC1=C(C=C(C=C1)B(O)O)[N+](=O)[O-] (4-methyl-3-nitro-phenyl boronic acid). The reagents and catalysts are [Pd] (Pd/C). Solvent: CO (MeOH). Yields the product NC=1C=C(C=CC1C)B(O)O (3-amino-4-methyl phenyl boronic acid). Isolated yield 90.8%. RXN SMILES: [CH3:1][C:2]1[CH:7]=[CH:6][C:5]([B:8]([OH:10])[OH:9])=[CH:4][C:3]=1[N+:11]([O-])=O>CO.[Pd]>[NH2:11][C:3]1[CH:4]=[C:5]([B:8]([OH:10])[OH:9])[CH:6]=[CH:7][C:2]=1[CH3:1]. Procedure details: A mixture of 4-methyl-3-nitro-phenyl boronic acid (3.34 g, 18.45 mmol) and 10% Pd/C (334 mg) in MeOH (30 ml) was hydrogenated (1 atm.) at 23° C. After 22 h the reaction mixture was filtered through celite and concentrated to give 3-amino-4-methyl phenyl boronic acid (2.53 g, 91%). 1H N (300 MHz, DMSO-d6) δ 7.21 (s, 1H), 7.08 (d, 1H, J=7.5 Hz), 6.92 (d, 1H, J=7.46 Hz), 4.81 (bs, 2H), 2.09 (s, 3H). MS (ESI) [M+H]/z Calc'd 152. found 152. Reactants: O=C(Cl)c1ccccc1, COc1cc2c(cc1OC)C1CC(N)CCN1CC2, [Na+], [OH-], c1ccccc1. RXN SMILES: [C:22]([c:23]1[cH:24][cH:25][cH:26][cH:27][cH:28]1)(=[O:29])[Cl:30].[NH2:1][CH:2]1[CH2:3][CH2:4][N:5]2[CH2:6][CH2:7][c:8]3[c:9]([cH:12][c:13]([O:18][CH3:19])[c:14]([O:16][CH3:17])[cH:15]3)[CH:10]2[CH2:11]1.[Na+:21].[OH-:20].[cH:31]1[cH:32][cH:33][cH:34][cH:35][cH:36]1>>[ClH:30].[NH:1]([CH:2]1[CH2:3][CH2:4][N:5]2[CH2:6][CH2:7][c:8]3[c:9]([cH:12][c:13]([O:18][CH3:19])[c:14]([O:16][CH3:17])[cH:15]3)[CH:10]2[CH2:11]1)[C:22]([c:23]1[cH:24][cH:25][cH:26][cH:27][cH:28]1)=[O:29]. Yields the product Cl, COc1cc2c(cc1OC)C1CC(NC(=O)c3ccccc3)CCN1CC2. Starting materials: C(C1=CC=CC=C1)N1C(NCC1)=NC#N (N-(1-benzylimidazolidin-2-ylidene)cyanamide), C(C1=CC=CC=C1)N1C(NCC1)=N (1-benzylimidazolidin-2-imine), BrC=1SC(=C(N1)C)C(=O)NCC1=CC=C(C=C1)F (2-bromo-N-(4-fluorobenzyl)-4-methylthiazole-5-carboxamide). Yields the product C(C1=CC=CC=C1)N1C(N(CC1)C=1SC(=C(N1)C)C(=O)NCC1=CC=C(C=C1)F)=N (2-(3-benzyl-2-iminoimidazolidin-1-yl)-N-(4-fluorobenzyl)-4-methylthiazole-5-carboxamide). Yield: 7.0%. RXN SMILES: [CH2:1]([N:8]1[CH2:12][CH2:11][NH:10][C:9]1=[N:13]C#N)[C:2]1[CH:7]=[CH:6][CH:5]=[CH:4][CH:3]=1.C(N1CCNC1=N)C1C=CC=CC=1.Br[C:30]1[S:31][C:32]([C:36]([NH:38][CH2:39][C:40]2[CH:45]=[CH:44][C:43]([F:46])=[CH:42][CH:41]=2)=[O:37])=[C:33]([CH3:35])[N:34]=1>>[CH2:1]([N:8]1[CH2:12][CH2:11][N:10]([C:30]2[S:31][C:32]([C:36]([NH:38][CH2:39][C:40]3[CH:45]=[CH:44][C:43]([F:46])=[CH:42][CH:41]=3)=[O:37])=[C:33]([CH3:35])[N:34]=2)[C:9]1=[NH:13])[C:2]1[CH:3]=[CH:4][CH:5]=[CH:6][CH:7]=1. Procedure: Following the procedure as described in Example 27, making variations as required to replace N-(1-benzylimidazolidin-2-ylidene)cyanamide with 1-benzylimidazolidin-2-imine to react with 2-bromo-N-(4-fluorobenzyl)-4-methylthiazole-5-carboxamide, the title compound was obtained as a colorless solid in 7% yield: mp 142-144° C. (ethyl acetate/hexanes); 1H NMR (300 MHz, DMSO-d6) δ 8.35 (br s, 1H), 8.16 (t, J=5.9 Hz, 1H), 7.36-7.23 (m, 7H), 7.13-7.07 (m, 2H), 4.45 (s, 2H), 4.29 (d, J=5.9 Hz, 2H), 3.56-...